Dataset: the Open Reaction Database (ORD), a public repository of structured organic reaction records. Task: describe an organic reaction: reactants, conditions, products, and yield Starting materials: ClC1=CC=C(C=C1)C1(CCN(CC12CC2)C(=O)OC(C)(C)C)O (tert-butyl 8-(4-chlorophenyl)-8-hydroxy-5-azaspiro[2.5]octane-5-carboxylate), Cl (HCl). The solvent is O1CCOCC1 (dioxane), O1CCOCC1 (dioxane). Conditions: time 30 minute. The product is ClC1=CC=C(C=C1)C1(CCNCC12CC2)O ((±)-8-(4-chlorophenyl)-5-azaspiro[2.5]octan-8-ol). The yield is 86.3%. As a reaction SMILES: [Cl:1][C:2]1[CH:7]=[CH:6][C:5]([C:8]2([OH:23])[C:13]3([CH2:15][CH2:14]3)[CH2:12][N:11](C(OC(C)(C)C)=O)[CH2:10][CH2:9]2)=[CH:4][CH:3]=1.Cl>O1CCOCC1>[Cl:1][C:2]1[CH:7]=[CH:6][C:5]([C:8]2([OH:23])[C:13]3([CH2:15][CH2:14]3)[CH2:12][NH:11][CH2:10][CH2:9]2)=[CH:4][CH:3]=1. Procedure details: A solution of tert-butyl 8-(4-chlorophenyl)-8-hydroxy-5-azaspiro[2.5]octane-5-carboxylate (1.81 g, 5.36 mmol) in dioxane (2 mL) was treated with 4.0 M HCl in dioxane (7 mL, 28.0 mmol), and the reaction was stirred for 30 minutes at room temperature. The mixture was concentrated in-vacuo then concentrated 2× from methylene chloride to remove residual HCl. The residue was dissolved in water and washed 2× with diethyl ether. The aqueous phase was treated with sodium bicarbonate until the mixture wa... As a reaction SMILES: [CH3:1][CH:2]1[CH2:7][CH2:6][N:5]([C:8]2[CH:13]=[CH:12][C:11]([CH2:14][OH:15])=[CH:10][C:9]=2[N+:16]([O-])=O)[CH2:4][CH2:3]1.C(O)(=O)C.[H][H].NC1C=C(CO)C=CC=1N1CCC(C)CC1.[C:41]([C:43]1[O:47][C:46]([C:48](Cl)=[O:49])=[CH:45][CH:44]=1)#[N:42].N1CCOCC1>[Pd].C(Cl)Cl.C(OCC)(=O)C.CO>[OH:15][CH2:14][C:11]1[CH:12]=[CH:13][C:8]([N:5]2[CH2:6][CH2:7][CH:2]([CH3:1])[CH2:3][CH2:4]2)=[C:9]([NH:16][C:48]([C:46]2[O:47][C:43]([C:41]#[N:42])=[CH:44][CH:45]=2)=[O:49])[CH:10]=1. The solvent is C(Cl)Cl (DCM), C(C)(=O)OCC (ethyl acetate), CO (methanol). Conditions: time 30 minute. Starting materials: NC=1C=C(C=CC1N1CCC(CC1)C)CO ([3-amino-4-(4-methyl-piperidin-1-yl)-phenyl]-methanol), C(#N)C1=CC=C(O1)C(=O)Cl (5-cyano-2-furoyl chloride), N1CCOCC1 (morpholine), [H][H] (hydrogen), CC1CCN(CC1)C1=C(C=C(C=C1)CO)[N+](=O)[O-] ([4-(4-methyl-piperidin-1-yl)-3-nitro-phenyl]-methanol), C(C)(=O)O (acetic acid). Reagents/catalysts: [Pd] (Pd/C). Product: OCC=1C=CC(=C(C1)NC(=O)C=1OC(=CC1)C#N)N1CCC(CC1)C (5-cyano-furan-2-carboxylic acid [5-hydroxymethyl-2-(4-methyl-piperidin-1-yl)-phenyl]-amide). Procedure: A suspension of 5% Pd/C (5.0 mg, 2.3×10−3 mmol), [4-(4-methyl-piperidin-1-yl)-3-nitro-phenyl]-methanol (i) (95 mg, 0.38 mmol), acetic acid (“HOAc”) (23 mg, 0.38 mmol), methanol (1 mL) and ethyl acetate (4 mL) was stirred in an atmosphere of hydrogen for 3 h. The reaction was filtered, concentrated in vacuo and the resulting [3-amino-4-(4-methyl-piperidin-1-yl)-phenyl]-methanol was used in the next step without further purification. A suspension of [3-amino-4-(4-methyl-piperidin-1-yl)-phenyl]-met... Run at temperature 50 celsius. Solvent: CO (MeOH), O (water). The product is C1(CCCCC1)CN1C(=CC(=C1C)S(NC1CC1)(=O)=O)C(=O)O (1-(Cyclohexylmethyl)-4-(N-cyclopropylsulfamoyl)-5-methyl-1H-pyrrole-2-carboxylic acid). The reactants are C1(CCCCC1)CN1C(=CC(=C1C)S(NC1CC1)(=O)=O)C(=O)OCC (Ethyl 1-(cyclohexylmethyl)-4-(N-cyclopropylsulfamoyl)-5-methyl-1H-pyrrole-2-carboxylate), [Li+].[OH-] (LiOH). Procedure details: To a solution of compound 3a (8.0 g, 22.0 mmol) in MeOH (200 mL) was added a solution of LiOH (4.2 g, 100 mmol) in water (50 mL) and the solution was warmed to 50° C. overnight, cooled to rt and concentrated. The residue was diluted with water and acidified to pH˜4 with 4N aq. HCl and the solution was extracted with EA twice. The combined organic layers were washed with brine, dried over Na2SO4, filtered, concentrated and purified by CC (PE/EA=2/1) to give compound 3b (6.0 g, 80%) as a white sol... Yield: 80.1%. Reaction SMILES: [CH:1]1([CH2:7][N:8]2[C:12]([CH3:13])=[C:11]([S:14](=[O:20])(=[O:19])[NH:15][CH:16]3[CH2:18][CH2:17]3)[CH:10]=[C:9]2[C:21]([O:23]CC)=[O:22])[CH2:6][CH2:5][CH2:4][CH2:3][CH2:2]1.[Li+].[OH-]>CO.O>[CH:1]1([CH2:7][N:8]2[C:12]([CH3:13])=[C:11]([S:14](=[O:20])(=[O:19])[NH:15][CH:16]3[CH2:17][CH2:18]3)[CH:10]=[C:9]2[C:21]([OH:23])=[O:22])[CH2:6][CH2:5][CH2:4][CH2:3][CH2:2]1 |f:1.2|. Reactants: Cl.C(C1=CC=CC=C1)OC1=C(C=C(C=C1)C(CN1CCC(CC1)OC)C1(CCCCC1)O)Cl (1-[1-[4-(benzyloxy)-3-chlorophenyl]-2-(4-methoxypiperidin-1-yl)ethyl]cyclohexanol hydrochloride), C(C1=CC=CC=C1)OC1=C(C=C(C=C1)C(C(=O)N1CCC(CC1)OC)C1(CCCCC1)O)Cl (1-[1-[4-(benzyloxy)-3-chlorophenyl]-2-(4-methoxypiperidin-1-yl)-2-oxoethyl]cyclohexanol). Reported procedure: In an analogous manner to Example 1, step 2, 1-[1-[4-(benzyloxy)-3-chlorophenyl]-2-(4-methoxypiperidin-1-yl)ethyl]cyclohexanol hydrochloride was prepared from 1-[1-[4-(benzyloxy)-3-chlorophenyl]-2-(4-methoxypiperidin-1-yl)-2-oxoethyl]cyclohexanol. HRMS: calcd for C27H36ClNO3+H+, 458.24565; found (ESI, [M+H]+), 458.2443. Product: C(C1=CC=CC=C1)OC1=C(C=C(C=C1)C(CN1CCC(CC1)OC)C1(CCCCC1)O)Cl (1-[1-[4-(benzyloxy)-3-chlorophenyl]-2-(4-methoxypiperidin-1-yl)ethyl]cyclohexanol). As a reaction SMILES: Cl.[CH2:2]([O:9][C:10]1[CH:15]=[CH:14][C:13]([CH:16]([C:26]2([OH:32])[CH2:31][CH2:30][CH2:29][CH2:28][CH2:27]2)[CH2:17][N:18]2[CH2:23][CH2:22][CH:21]([O:24][CH3:25])[CH2:20][CH2:19]2)=[CH:12][C:11]=1[Cl:33])[C:3]1[CH:8]=[CH:7][CH:6]=[CH:5][CH:4]=1.C(OC1C=CC(C(C2(O)CCCCC2)C(N2CCC(OC)CC2)=O)=CC=1Cl)C1C=CC=CC=1>>[CH2:2]([O:9][C:10]1[CH:15]=[CH:14][C:13]([CH:16]([C:26]2([OH:32])[CH2:31][CH2:30][CH2:29][CH2:28][CH2:27]2)[CH2:17][N:18]2[CH2:19][CH2:20][CH:21]([O:24][CH3:25])[CH2:22][CH2:23]2)=[CH:12][C:11]=1[Cl:33])[C:3]1[CH:4]=[CH:5][CH:6]=[CH:7][CH:8]=1 |f:0.1|. The reactants are N1(N=CN=C1)C[C@H]1N(C([C@H]1NC(\C(\C1=NSC(=N1)NC(=O)OC(C)(C)C)=N/OC(C(=O)OC(C)(C)C)(C)C)=O)=O)S(=O)(=O)O ((2R,3S)-2-((1H-1,2,4-triazol-1-yl)methyl)-3-((Z)-2-(((1-(tert-butoxy)-2-methyl-1-oxopropan-2-yl)oxy)imino)-2-(5-((tert-butoxycarbonyl)amino)-1,2,4-thiadiazol-3-yl)acetamido)-4-oxoazetidine-1-sulfonic acid), C(=O)(C(F)(F)F)O (TFA). The solvent is C(Cl)Cl (DCM). Product: N1(N=CN=C1)C[C@H]1N(C([C@H]1NC(\C(\C1=NSC(=N1)N)=N/OC(C(=O)O)(C)C)=O)=O)S(=O)(=O)O (2-(((Z)-(2-(((2R,3S)-2-((1H-1,2,4-triazol-1-yl)methyl)-4-oxo-1-sulfoazetidin-3-yl)amino)-1-(5-amino-1,2,4-thiadiazol-3-yl)-2-oxoethylidene)amino)oxy)-2-methylpropanoic acid). Yield: 52.8%. Reaction SMILES: [N:1]1([CH2:6][C@@H:7]2[C@H:10]([NH:11][C:12](=[O:39])/[C:13](=[N:27]\[O:28][C:29]([CH3:38])([CH3:37])[C:30]([O:32]C(C)(C)C)=[O:31])/[C:14]3[N:18]=[C:17]([NH:19]C(OC(C)(C)C)=O)[S:16][N:15]=3)[C:9](=[O:40])[N:8]2[S:41]([OH:44])(=[O:43])=[O:42])[CH:5]=[N:4][CH:3]=[N:2]1.C(O)(C(F)(F)F)=O>C(Cl)Cl>[N:1]1([CH2:6][C@@H:7]2[C@H:10]([NH:11][C:12](=[O:39])/[C:13](=[N:27]\[O:28][C:29]([CH3:38])([CH3:37])[C:30]([OH:32])=[O:31])/[C:14]3[N:18]=[C:17]([NH2:19])[S:16][N:15]=3)[C:9](=[O:40])[N:8]2[S:41]([OH:44])(=[O:42])=[O:43])[CH:5]=[N:4][CH:3]=[N:2]1. Procedure: Followed the general procedure for the acid mediated deprotection using (2R,3S)-2-((1H-1,2,4-triazol-1-yl)methyl)-3-((Z)-2-(((1-(tert-butoxy)-2-methyl-1-oxopropan-2-yl)oxy)imino)-2-(5-((tert-butoxycarbonyl)amino)-1,2,4-thiadiazol-3-yl)acetamido)-4-oxoazetidine-1-sulfonic acid (114 mg, 0.173 mmol), DCM (1.7 mL) and TFA (800 μl, 10.4 mmol). The crude residue purified by reverse phase prep HPLC (XSelect CSH, 30×100 mm, 5 μm, C18 column; ACN-water with 0.1% formic acid modifier, 60 mL/min), affordin...